From a dataset of the Open Reaction Database (ORD), a public repository of structured organic reaction records. describe an organic reaction: reactants, conditions, products, and yield Starting materials: CCOc1ccc(C(O)c2ccc(OCc3ccccc3)c(Br)c2)cc1, ClC(Cl)Cl, [Na+], [Na+], O=C([O-])[O-]. Yields the product CCOc1ccc(Cc2ccc(OCc3ccccc3)c(Br)c2)cc1. As a reaction SMILES: [CH2:1]([c:2]1[cH:3][cH:4][cH:5][cH:6][cH:7]1)[O:8][c:9]1[c:10]([Br:26])[cH:11][c:12]([CH:15]([OH:16])[c:17]2[cH:18][cH:19][c:20]([O:23][CH2:24][CH3:25])[cH:21][cH:22]2)[cH:13][cH:14]1.[CH:33]([Cl:34])([Cl:35])[Cl:36].[Na+:27].[Na+:28].[O-:29][C:30](=[O:31])[O-:32]>>[CH2:1]([c:2]1[cH:3][cH:4][cH:5][cH:6][cH:7]1)[O:8][c:9]1[c:10]([Br:26])[cH:11][c:12]([CH2:15][c:17]2[cH:18][cH:19][c:20]([O:23][CH2:24][CH3:25])[cH:21][cH:22]2)[cH:13][cH:14]1.